This data is from the Open Reaction Database (ORD), a public repository of structured organic reaction records. The task is: describe an organic reaction: reactants, conditions, products, and yield The reactants are BrC1CN(CCN1)C1=CC=C(C=C1)C.CC(C=O)(C)C (3-Bromo-1-(4-methylphenyl)piperazine 2,2-dimethylpropan-1-one), CN1CCNCC1 (N-Methylpiperazine). The solvent is CN1C(CCC1)=O (N-methylpyrrolidinone), C(Cl)Cl (DCM). Conditions: temperature 200 celsius, time 48 hour. The product is CC(CN1CCN(CC1)C)(C(=O)N1CCN(CC1)C1=CC=C(C=C1)C)C (1-{2,2-dimethyl-3-[4-(4-methylphenyl)-piperazin-1-yl]-3-oxopropyl}-4-methylpiperazine). Yield: 23.2%. Reaction SMILES: Br[CH:2]1[NH:7][CH2:6][CH2:5][N:4]([C:8]2[CH:13]=[CH:12][C:11]([CH3:14])=[CH:10][CH:9]=2)[CH2:3]1.[CH3:15][C:16]([CH3:20])([CH3:19])[CH:17]=[O:18].[CH3:21][N:22]1[CH2:27][CH2:26][NH:25][CH2:24][CH2:23]1>CN1CCCC1=O.C(Cl)Cl>[CH3:15][C:16]([CH3:20])([C:17]([N:7]1[CH2:6][CH2:5][N:4]([C:8]2[CH:13]=[CH:12][C:11]([CH3:14])=[CH:10][CH:9]=2)[CH2:3][CH2:2]1)=[O:18])[CH2:19][N:25]1[CH2:26][CH2:27][N:22]([CH3:21])[CH2:23][CH2:24]1 |f:0.1|. Procedure: 3-Bromo-1-(4-methylphenyl)piperazine-2,2-dimethylpropan-1-one (6.00 g, 17.68 mmol) was dissolved in N-methylpyrrolidinone (12 mL). N-Methylpiperazine (4.12 mL, 37.94 mmol) was added. The reaction mixture was split into four batches and each was heated at 200° C. for 15 minutes in a Biotage Initiator microwave at high absorption. The reaction mixtures were combined and dissolved in DCM (300 mL), and washed with a 0.5M aq KOH solution (100 mL), water (100 mL), brine (100 mL), and then dried (MgSO4... The reactants are COC(=O)C1CCC(C(C)=O)(C(=O)OC)CC1, CCO, Cl, O. The product is COC(=O)C1CCC(C(C)=O)CC1. RXN SMILES: [C:1]([CH3:2])(=[O:3])[C:4]1([C:14]([O:15][CH3:16])=[O:17])[CH2:5][CH2:6][CH:7]([C:10](=[O:11])[O:12][CH3:13])[CH2:8][CH2:9]1.[CH3:20][CH2:21][OH:22].[ClH:18].[OH2:19]>>[C:1]([CH3:2])(=[O:3])[CH:4]1[CH2:5][CH2:6][CH:7]([C:10](=[O:11])[O:12][CH3:13])[CH2:8][CH2:9]1. The reactants are S(=O)(Cl)Cl (Thionyl chloride), CO (methanol), C(=O)(O)CCC\C=C/[C@H]1N(C[C@@H](C1)NS(=O)(=O)C1=CC=C(C=C1)Cl)S(=O)(=O)C1=CC=C(C=C1)Cl ((2S,4R)-2-[(Z)-5-carboxy-1-pentenyl]-1-(4-chlorophenylsulfonyl)-4-(4-chlorophenylsulfonylamino)pyrrolidine). Conditions: time 30 minute. Yields the product ClC1=CC=C(C=C1)S(=O)(=O)N1[C@@H](C[C@H](C1)NS(=O)(=O)C1=CC=C(C=C1)Cl)\C=C/CCCC(=O)OC ((2S,4R)-1-(4-chlorophenylsulfonyl)-4-(4-chlorophenylsulfonylamino)-2-[(Z)-methoxycarbonyl-1-pentenyl]pyrrolidine). As a reaction SMILES: S(Cl)(Cl)=O.[C:5]([CH2:8][CH2:9][CH2:10]/[CH:11]=[CH:12]\[C@@H:13]1[CH2:17][C@@H:16]([NH:18][S:19]([C:22]2[CH:27]=[CH:26][C:25]([Cl:28])=[CH:24][CH:23]=2)(=[O:21])=[O:20])[CH2:15][N:14]1[S:29]([C:32]1[CH:37]=[CH:36][C:35]([Cl:38])=[CH:34][CH:33]=1)(=[O:31])=[O:30])([OH:7])=[O:6].[CH3:39]O>>[Cl:38][C:35]1[CH:34]=[CH:33][C:32]([S:29]([N:14]2[CH2:15][C@H:16]([NH:18][S:19]([C:22]3[CH:27]=[CH:26][C:25]([Cl:28])=[CH:24][CH:23]=3)(=[O:21])=[O:20])[CH2:17][C@H:13]2/[CH:12]=[CH:11]\[CH2:10][CH2:9][CH2:8][C:5]([O:7][CH3:39])=[O:6])(=[O:31])=[O:30])=[CH:37][CH:36]=1. Procedure details: Thionyl chloride (0.32 ml) was added to methanol (20 ml) at -78° C. and the solution was stirred at the same temperature for 30 minutes. To the solution was added (2S,4R)-2-[(Z)-5-carboxy-1-pentenyl]-1-(4-chlorophenylsulfonyl)-4-(4-chlorophenylsulfonylamino)pyrrolidine (2.0 g) and the mixture was stirred at room temperature for 2 hours. After removal of the solvent by evaporation in vacuo, the residue was dissolved in chloroform and washed successively with saturated aqueous sodium bicarbonate a...